This data is from the Open Reaction Database (ORD), a public repository of structured organic reaction records. The task is: describe an organic reaction: reactants, conditions, products, and yield Starting materials: CCOc1nc2c(C)cc(-c3cn4c(n3)CCCC4)cc2n1Cc1ccc(-c2ccccc2-c2nnn(C(c3ccccc3)(c3ccccc3)c3ccccc3)n2)cc1, CCO, [Na+], [OH-]. Product: CCOc1nc2c(C)cc(-c3cn4c(n3)CCCC4)cc2n1Cc1ccc(-c2ccccc2-c2nnn[nH]2)cc1. RXN SMILES: [CH2:1]([CH3:2])[O:3][c:4]1[n:5][c:6]2[c:7]([n:8]1[CH2:9][c:10]1[cH:11][cH:12][c:13](-[c:16]3[c:17](-[c:22]4[n:23][n:24][n:25]([C:27]([c:28]5[cH:29][cH:30][cH:31][cH:32][cH:33]5)([c:34]5[cH:35][cH:36][cH:37][cH:38][cH:39]5)[c:40]5[cH:41][cH:42][cH:43][cH:44][cH:45]5)[n:26]4)[cH:18][cH:19][cH:20][cH:21]3)[cH:14][cH:15]1)[cH:46][c:47](-[c:51]1[n:52][c:53]3[n:54]([cH:59]1)[CH2:55][CH2:56][CH2:57][CH2:58]3)[cH:48][c:49]2[CH3:50].[CH3:62][CH2:63][OH:64].[Na+:61].[OH-:60]>>[CH2:1]([CH3:2])[O:3][c:4]1[n:5][c:6]2[c:7]([n:8]1[CH2:9][c:10]1[cH:11][cH:12][c:13](-[c:16]3[c:17](-[c:22]4[n:23][n:24][n:25][nH:26]4)[cH:18][cH:19][cH:20][cH:21]3)[cH:14][cH:15]1)[cH:46][c:47](-[c:51]1[n:52][c:53]3[n:54]([cH:59]1)[CH2:55][CH2:56][CH2:57][CH2:58]3)[cH:48][c:49]2[CH3:50]. Starting materials: resultant solution, solution, CI (CH3I), C(CCC)OCCO (2-n-butoxyethanol), C(=O)O (formic acid), O (H2O). The solvent is C(C)(=O)O (acetic acid), C(Cl)(Cl)Cl (chloroform). The product is C(=O)OCCOCCCC (2-n-Butoxyethanol formate). Reaction SMILES: [CH2:1]([O:5][CH2:6][CH2:7][OH:8])[CH2:2][CH2:3][CH3:4].[CH:9](O)=[O:10].O.CI>C(O)(=O)C.C(Cl)(Cl)Cl>[CH:9]([O:8][CH2:7][CH2:6][O:5][CH2:1][CH2:2][CH2:3][CH3:4])=[O:10]. Procedure: 2-n-Butoxyethanol formate was prepared in 96% purity by reaction of 2-n-butoxyethanol with excess formic acid and azeotropic removal of H2O in the presence of chloroform. To 480 g there was added 100 g of a solution consisting of 300 ml CH3I, 20 ml acetic acid, and 0.05 g of Co2 (CO)8. The resultant solution was pumped at 0.17 ml/min to a 25 cc reactor containing 25 cc of Sorbonorit B-3 (same system as Example 6) while CO was simultaneously fed to the reactor at 5 or 7.5 liters/hr. The reactor w...